From a dataset of the Open Reaction Database (ORD), a public repository of structured organic reaction records. describe an organic reaction: reactants, conditions, products, and yield Product: CC1CCC2C(/C=C/C=3C=4N2C2=C(C4CCC3)C=NC=C2)C1 (trans-1,2,3,4,4a,8,9,14a-Octahydro-3-methylpyrido[4',3':2,3]indolo[1,7-ab][1]benzazepine). Reaction SMILES: [CH3:1][CH:2]1[CH2:22][C:6]2[CH:7]=[CH:8][C:9]3[C:10]4[N:11]([C:12]5[CH:21]=[CH:20][N:19]=[CH:18][C:13]=5[C:14]=4[CH2:15][CH2:16][CH:17]=3)[C:5]=2[CH2:4][CH2:3]1.B>O1CCCC1>[CH3:1][CH:2]1[CH2:22][CH:6]2[CH:7]=[CH:8][C:9]3[C:10]4[N:11]([C:12]5[CH:21]=[CH:20][N:19]=[CH:18][C:13]=5[C:14]=4[CH2:15][CH2:16][CH:17]=3)[CH:5]2[CH2:4][CH2:3]1. Reaction conditions: temperature 91 celsius. The reactants are B (boron hydride), CC1CCC2=C(C=CC=3C=4N2C2=C(C4CCC3)C=NC=C2)C1 (1,2,3,4,8,9-hexahydro-3-methylpyrido[4',3':2,3]indolo[1,7-ab][1]benzazepine). Procedure details: A solution of 4.76 g. of 1,2,3,4,8,9-hexahydro-3-methylpyrido[4',3':2,3]indolo[1,7-ab][1]benzazepine (which can be made according to the teachings of U.S. Pat. No. 3,457,271, Column 4, lines 27-54) in 50 ml. of tetrahydrofuran was added dropwise to a stirred 1N-solution of boron hydride in tetrahydrofuran (42 ml.) under a nitrogen blanket. After the addition was complete, the mixture was refluxed under nitrogen for five hours, then cooled in ice and quenched with 20 ml. of 6N hydrochloric acid. ... The solvent is O1CCCC1 (tetrahydrofuran), O1CCCC1 (tetrahydrofuran). The reactants are C(C)OC=C(C(=O)OCC)C(=O)OCC (diethyl ethoxymethylenemalonate), C(C)O (ethanol), NC=1NC=CC1 (aminopyrrole), C1(=CC=CC=C1)OC1=CC=CC=C1 (phenyl ether). Run in O1CCOCC1 (dioxane). Product: N1C=2N(C=CC1=O)C=CC2 (pyrrolo[1,2-a]pyrimidone). As a reaction SMILES: [NH2:1][C:2]1[NH:3][CH:4]=[CH:5][CH:6]=1.C([O:9][CH:10]=[C:11](C(OCC)=O)[C:12](OCC)=O)C.C(O)C.C1(OC2C=CC=CC=2)C=CC=CC=1>O1CCOCC1>[NH:1]1[C:10](=[O:9])[CH:11]=[CH:12][N:3]2[CH:4]=[CH:5][CH:6]=[C:2]12. Reported procedure: In Reaction Scheme D, heteroaryl ketone (vb) is modified by treatment with a brominating reagent such as copper(II) bromide, bromine, or the like in an organic solvent such as chloroform, ethyl acetate, ether or mixture thereof at a temperature of 25-100° C., preferably at reflux in a mixture of chloroform and ethyl acetate, for a period of 2-12 hours gives the corresponding alpha-bromoketon (vib). Alternatively, heteroaryl ketone (vb) may be treated with N-bromosuccinamide, or bromine in an ine... Run in C1=CC=CC=C1 (benzene). Starting materials: OC(C(=O)OCC)C1=CC(=C(C=C1)OC)OC (ethyl 2-hydroxy-2-(3,4-dimethoxyphenyl)acetate), P(Br)(Br)Br (phosphorus tribromide). As a reaction SMILES: O[CH:2]([C:8]1[CH:13]=[CH:12][C:11]([O:14][CH3:15])=[C:10]([O:16][CH3:17])[CH:9]=1)[C:3]([O:5][CH2:6][CH3:7])=[O:4].P(Br)(Br)[Br:19]>C1C=CC=CC=1>[Br:19][CH:2]([C:8]1[CH:13]=[CH:12][C:11]([O:14][CH3:15])=[C:10]([O:16][CH3:17])[CH:9]=1)[C:3]([O:5][CH2:6][CH3:7])=[O:4]. Reported procedure: To a solution of ethyl 2-hydroxy-2-(3,4-dimethoxyphenyl)acetate (19.5 g) in benzene (200 ml) was added phosphorus tribromide (8.18) dropwise at 50° C. and the mixture was stirred at 60° C. for one hour. The reaction mixture was then washed successively with water, saturated aqueous solution of NaHCO3 and water and dried (MgSO4). The benzene was distilled off and the residue was subjected to silica gel chromatography. From the fraction eluted by ethyl acetate-hexane (1:3, v/v), ethyl 2-bromo-2-(3... Reaction conditions: temperature 60 celsius, time 1 hour. The product is BrC(C(=O)OCC)C1=CC(=C(C=C1)OC)OC (ethyl 2-bromo-2-(3,4-dimethoxyphenyl)acetate). Yield: 75.0%. Starting materials: C(C1=CC=C(C=C1)OC)(=O)Cl (p-anisoyl chloride), C(C)N(CCCOC1=CC=C(C=C1)C=1OC2=C(C1)C=CC=C2)CC (2-[4'-(3-diethylaminopropoxy)phenyl]benzofuran), stannic chloride, C(Cl)Cl (methylene chloride), hydrochloride salt. Solvent: O (water). Conditions: time 10 minute. Yields the product C(C1=CC=C(C=C1)OC)(=O)C1=C(OC2=C1C=CC=C2)C2=CC=C(C=C2)OCCCN(CC)CC (3-p-Anisoyl-2-[4'-(3-diethylaminopropoxy)phenyl]benzofuran). As a reaction SMILES: [C:1](Cl)(=[O:10])[C:2]1[CH:7]=[CH:6][C:5]([O:8][CH3:9])=[CH:4][CH:3]=1.C(Cl)Cl.[CH2:15]([N:17]([CH2:37][CH3:38])[CH2:18][CH2:19][CH2:20][O:21][C:22]1[CH:27]=[CH:26][C:25]([C:28]2[O:29][C:30]3[CH:36]=[CH:35][CH:34]=[CH:33][C:31]=3[CH:32]=2)=[CH:24][CH:23]=1)[CH3:16]>O>[C:1]([C:32]1[C:31]2[CH:33]=[CH:34][CH:35]=[CH:36][C:30]=2[O:29][C:28]=1[C:25]1[CH:26]=[CH:27][C:22]([O:21][CH2:20][CH2:19][CH2:18][N:17]([CH2:15][CH3:16])[CH2:37][CH3:38])=[CH:23][CH:24]=1)(=[O:10])[C:2]1[CH:7]=[CH:6][C:5]([O:8][CH3:9])=[CH:4][CH:3]=1. Reported procedure: To a solution of 1.02 g. (0.006 mol.) of p-anisoyl chloride in 75 ml. of methylene chloride was added 2.0 g. (6.2 mmol.) of the hydrochloride salt of 2-[4'-(3-diethylaminopropoxy)phenyl]benzofuran. The reaction mixture was cooled to 0°, 3.3 ml. (0.024 mol.) of stannic chloride was added and the resulting mixture was stirred for 10 minutes at 0° then for 2.75 hours at 25°. The mixture was then poured into water and stirred vigorously. The layers were separated and the organic phase was washed wit... Starting materials: N1C=CC2=CC=CC=C12 (indole), CI.[Mg] (magnesium methyl iodide), C(C1=CC=CC=C1)OC(=O)N1CCC(CC1)CC(=O)Cl (1-benzyloxycarbonyl-4-piperidyl-acetyl chloride), [Mg] (magnesium), CI (methyl iodide), Cl (hydrochloric acid). The solvent is CCOCC (ether), C(C)OCC (ethyl ether), C1(=CC=CC=C1)C (toluene). Run at temperature 0 celsius. Yields the product C(C1=CC=CC=C1)OC(=O)N1CCC(CC1)CC(=O)C1=CNC2=CC=CC=C12 (2-(1-benzyloxycarbonyl-4-piperidyl)-1-(3-indolyl)- ethanone). The yield is 55.8%. As a reaction SMILES: [NH:1]1[C:9]2[C:4](=[CH:5][CH:6]=[CH:7][CH:8]=2)[CH:3]=[CH:2]1.CI.[Mg].[Mg].CI.[CH2:16]([O:23][C:24]([N:26]1[CH2:31][CH2:30][CH:29]([CH2:32][C:33](Cl)=[O:34])[CH2:28][CH2:27]1)=[O:25])[C:17]1[CH:22]=[CH:21][CH:20]=[CH:19][CH:18]=1.Cl>CCOCC.C1(C)C=CC=CC=1>[CH2:16]([O:23][C:24]([N:26]1[CH2:31][CH2:30][CH:29]([CH2:32][C:33]([C:3]2[C:4]3[C:9](=[CH:8][CH:7]=[CH:6][CH:5]=3)[NH:1][CH:2]=2)=[O:34])[CH2:28][CH2:27]1)=[O:25])[C:17]1[CH:22]=[CH:21][CH:20]=[CH:19][CH:18]=1 |f:1.2|. Procedure details: 17.6 g of indole in solution in 100 ml of ether were added to a magnesium methyl iodide solution prepared from 6.5 g magnesium and 38.6 g methyl iodide in 150 ml ethyl ether. Heating under reflux took place for 2 hours and the solution was cooled to 0° C. before adding, drop by drop while stirring, a solution of 36.3 g of 1-benzyloxycarbonyl-4-piperidyl-acetyl chloride (U.S. Pat. No. 4,064,255) in 300 ml toluene. The solution was stirred for 2 hours at 10° C. and then hydrolyzed with 170 ml of 2... The reactants are ClC1=C(C=CC=C1)N1C(=NC2=CC=C(C=C2C1=O)F)C=CC1=NC=CC=C1 (3-(2-Chloro-phenyl)-6-fluoro-2-(2-pyridin-2-yl-vinyl)-3H-quinazolin-4-one), [H][H] (hydrogen). The reagents and catalysts are [Pd] (Pd/C). Run in C(C)(=O)OCC (ethyl acetate). Conditions: time 3 hour. The product is Cl.ClC1=C(C=CC=C1)N1C(=NC2=CC=C(C=C2C1=O)F)CCC1=NC=CC=C1 (3-(2-Chloro-Phenyl)-6-fluoro-2-(2-pyridin-2-yl-ethyl)-3H-quinazolin-4-one hydrochloride). RXN SMILES: [Cl:1][C:2]1[CH:7]=[CH:6][CH:5]=[CH:4][C:3]=1[N:8]1[C:17](=[O:18])[C:16]2[C:11](=[CH:12][CH:13]=[C:14]([F:19])[CH:15]=2)[N:10]=[C:9]1[CH:20]=[CH:21][C:22]1[CH:27]=[CH:26][CH:25]=[CH:24][N:23]=1.[H][H]>C(OCC)(=O)C.[Pd]>[ClH:1].[Cl:1][C:2]1[CH:7]=[CH:6][CH:5]=[CH:4][C:3]=1[N:8]1[C:17](=[O:18])[C:16]2[C:11](=[CH:12][CH:13]=[C:14]([F:19])[CH:15]=2)[N:10]=[C:9]1[CH2:20][CH2:21][C:22]1[CH:27]=[CH:26][CH:25]=[CH:24][N:23]=1 |f:4.5|. Procedure details: A solution of 1.00 gram (2.65 mmol) of 3-(2-Chloro-phenyl)-6-fluoro-2-(2-pyridin-2-yl-vinyl)-3H-quinazolin-4-one in about 100 mL of ethyl acetate was treated with 0.5 gram of 10% Pd/C and the resulting mixture was hydrogenated at about 2 cm of Hg for two hours at which time uptake of hydrogen had ceased. The catalyst was filtered off with the aid of supercel (filteraid) and the ethyl acetate was removed by evaporation. The residues were dissolved in diethyl ether and treated with excess of a sol... Starting materials: KF•alumina, [Br-].BrC(CC[N+](C)(C)C)CC ((3-bromopentyl)-trimethylammonium bromide), [Si](C)(C)(C(C)(C)C)OC(CCC1C(N(C1C1=CC=C(C=C1)O)C1=CC=C(C=C1)F)=O)C1=CC=C(C=C1)F (3-[3-(tert-butyldimethylsilanyloxy)-3-(4-fluorophenyl)propyl]-1-(4-fluorophenyl)-4-(4-hydroxyphenyl)azetidin-2-one). Solvent: C(C)#N (acetonitrile). Reaction conditions: time 8 hour. The product is [Br-].FC1=CC=C(C=C1)N1C(C(C1=O)CCC(O[Si](C)(C)C(C)(C)C)C1=CC=C(C=C1)F)C1=CC=C(OCCCCC[N+](C)(C)C)C=C1 ([5-(4-{1-(4-Fluorophenyl)-3-[3-(4-fluorophenyl)-3-(tert-butyldimethylsilanyloxy)propyl]-4-oxoazetidin-2-yl}phenoxy)pentyl]trimethylammonium bromide). RXN SMILES: [Si:1]([O:8][CH:9]([C:31]1[CH:36]=[CH:35][C:34]([F:37])=[CH:33][CH:32]=1)[CH2:10][CH2:11][CH:12]1[CH:15]([C:16]2[CH:21]=[CH:20][C:19]([OH:22])=[CH:18][CH:17]=2)[N:14]([C:23]2[CH:28]=[CH:27][C:26]([F:29])=[CH:25][CH:24]=2)[C:13]1=[O:30])([C:4]([CH3:7])([CH3:6])[CH3:5])([CH3:3])[CH3:2].[Br-].[Br:39][CH:40]([CH2:47][CH3:48])[CH2:41][CH2:42][N+:43]([CH3:46])([CH3:45])[CH3:44]>C(#N)C>[Br-:39].[F:29][C:26]1[CH:25]=[CH:24][C:23]([N:14]2[C:13](=[O:30])[CH:12]([CH2:11][CH2:10][CH:9]([C:31]3[CH:32]=[CH:33][C:34]([F:37])=[CH:35][CH:36]=3)[O:8][Si:1]([C:4]([CH3:7])([CH3:6])[CH3:5])([CH3:3])[CH3:2])[CH:15]2[C:16]2[CH:21]=[CH:20][C:19]([O:22][CH2:48][CH2:47][CH2:40][CH2:41][CH2:42][N+:43]([CH3:46])([CH3:45])[CH3:44])=[CH:18][CH:17]=2)=[CH:28][CH:27]=1 |f:1.2,4.5|. Procedure: 370 mg of 3-[3-(tert-butyldimethylsilanyloxy)-3-(4-fluorophenyl)propyl]-1-(4-fluorophenyl)-4-(4-hydroxyphenyl)azetidin-2-one are dissolved in 3 ml of absolute acetonitrile. 300 mg of KF•alumina (1.15 mol/100 g) and 375 mg of (3-bromopentyl)-trimethylammonium bromide are then added. The reaction mixture is stirred at room temperature overnight and then filtered. The mother liquor is concentrated using a rotary evaporator and the residue is purified using a 5 g SiO2 cartridge (dichloromethane/meth... The reactants are BrC1=CC=C(C=C1)[C@H](C)N1C(O[C@@](CC1)(CC(C)(C)O)C1=CC=C(C=C1)F)=O ((S)-3-((S)-1-(4-bromophenyl)ethyl)-6-(4-fluorophenyl)-6-(2-hydroxy-2-methylpropyl)-1,3-oxazinan-2-one), COC1=CC=C(C=N1)B(O)O (6-methoxypyridine-3-boronic acid). The product is FC1=CC=C(C=C1)[C@]1(CCN(C(O1)=O)[C@@H](C)C1=CC=C(C=C1)C=1C=NC(=CC1)OC)CC(C)(C)O ((S)-6-(4-fluorophenyl)-6-(2-hydroxy-2-methylpropyl)-3-((S)-1-(4-(6-methoxypyridin-3-yl)phenyl)ethyl)-1,3-oxazinan-2-one). RXN SMILES: Br[C:2]1[CH:7]=[CH:6][C:5]([C@@H:8]([N:10]2[CH2:15][CH2:14][C@@:13]([C:21]3[CH:26]=[CH:25][C:24]([F:27])=[CH:23][CH:22]=3)([CH2:16][C:17]([OH:20])([CH3:19])[CH3:18])[O:12][C:11]2=[O:28])[CH3:9])=[CH:4][CH:3]=1.[CH3:29][O:30][C:31]1[N:36]=[CH:35][C:34](B(O)O)=[CH:33][CH:32]=1>>[F:27][C:24]1[CH:25]=[CH:26][C:21]([C@:13]2([CH2:16][C:17]([OH:20])([CH3:19])[CH3:18])[O:12][C:11](=[O:28])[N:10]([C@H:8]([C:5]3[CH:6]=[CH:7][C:2]([C:34]4[CH:35]=[N:36][C:31]([O:30][CH3:29])=[CH:32][CH:33]=4)=[CH:3][CH:4]=3)[CH3:9])[CH2:15][CH2:14]2)=[CH:22][CH:23]=1. Reported procedure: The title compound was prepared from (S)-3-((S)-1-(4-bromophenyl)ethyl)-6-(4-fluorophenyl)-6-(2-hydroxy-2-methylpropyl)-1,3-oxazinan-2-one and 6-methoxypyridine-3-boronic acid following a procedure analogous to that described in Example 1 Step 2. LC-MS Method 3 tR=1.111 min, m/z=478.23; 1H NMR (CDCl3) 1.15 (d, 6H), 1.55 (d, 3H), 2.17-2.29 (m, 4H), 2.42 (m, 1H), 2.91 (m, 1H), 3.95 (s, 3H), 5.70 (m, 1H) 6.80 (d, 1H), 7.03 (m, 4H), 7.30 (m, 4H), 7.71 (m, 1H), 8.30 (s, 1H). RXN SMILES: O[CH:2]([N:15]1[C:21](=[O:22])[C@@H:20]2[C@H:16]1[S:17][C:18]([CH2:23][C:24]1[CH:29]=[CH:28][CH:27]=CC=1)=[N:19]2)[C:3]([O:5][CH2:6][C:7]1[CH:12]=[CH:11][C:10]([O:13][CH3:14])=[CH:9][CH:8]=1)=[O:4].O.C1(C)C=CC(S(O)(=O)=[O:38])=CC=1.BrCC([C@H]1CCCO1)=O.C(=O)([O-])[O-].[K+].[K+]>ClCCl.CC(C)=O.O>[NH2:19][C@@H:20]1[C:21](=[O:22])[N:15]2[C:2]([C:3]([O:5][CH2:6][C:7]3[CH:8]=[CH:9][C:10]([O:13][CH3:14])=[CH:11][CH:12]=3)=[O:4])=[C:23]([C@H:24]3[CH2:29][CH2:28][CH2:27][O:38]3)[CH2:18][S:17][C@H:16]12 |f:1.2,4.5.6|. Solvent: O (water), CC(=O)C (acetone), CC(=O)C (acetone), ClCCl (dichloromethane). Starting materials: C([O-])([O-])=O.[K+].[K+] (potassium carbonate), BrCC(=O)[C@@H]1OCCC1 ((R)-2-bromoacetyltetrahydrofuran), OC(C(=O)OCC1=CC=C(C=C1)OC)N1[C@@H]2SC(=N[C@@H]2C1=O)CC1=CC=CC=C1 (4-Methoxybenzyl (RS)-2-hydroxy-2-[(1R,5R)-3-benzyl-4-thia-2,6-diazabicyclo[3.2.0]hept-2-en-7-on-6-yl]acetate), O.C1(=CC=C(C=C1)S(=O)(=O)O)C (4-toluenesulphonic acid hydrate). Procedure: 4-Methoxybenzyl (RS)-2-hydroxy-2-[(1R,5R)-3-benzyl-4-thia-2,6-diazabicyclo[3.2.0]hept-2-en-7-on-6-yl]acetate (4.103g) in dichloromethane (15ml) and acetone (15ml) was ring opened with 4-toluenesulphonic acid hydrate (3.33g) in water (8ml) and coupled to (R)-2-bromoacetyltetrahydrofuran (2.11g) in acetone (20ml) with potassium carbonate (0.687g) as described in Example 6(b) for the diastereoisomeric mixture. After purification by flash chromatography, the title compound was obtained as a yellow g... The yield is 49.0%. The product is N[C@H]1[C@@H]2N(C(=C(CS2)[C@@H]2OCCC2)C(=O)OCC2=CC=C(C=C2)OC)C1=O (4-Methoxybenzyl (6R,7R)-7-Amino-3-((R)-tetrahydrofuran-2-yl)ceph-3-em-4-carboxylate), gum.